From a dataset of the Open Reaction Database (ORD), a public repository of structured organic reaction records. describe an organic reaction: reactants, conditions, products, and yield Starting materials: O=O (Oxygen), O=O (oxygen), iron 5,14-dihydrodibenzo[b,i][5,9,14,18]tetraaza[14]annulene, CC1=C(C(=CC=C1C)C)O (2,3,6-trimethylphenol), S(O)(O)(=O)=O (sulfuric acid). Solvent: C(C)(=O)O (acetic acid), C(C)(=O)O (acetic acid). Conditions: temperature 40 celsius. The product is CC=1C(C=C(C(C1C)=O)C)=O (2,3,5-trimethylbenzoquinone). Isolated yield 1567.4%. Reaction SMILES: O=O.[CH3:3][C:4]1[C:9]([CH3:10])=[CH:8][CH:7]=[C:6]([CH3:11])[C:5]=1[OH:12].S(=O)(=O)(O)[OH:14]>C(O)(=O)C>[CH3:10][C:9]1[C:8](=[O:14])[CH:7]=[C:6]([CH3:11])[C:5](=[O:12])[C:4]=1[CH3:3]. Procedure details: Oxygen was passed into a solution of 0.68 g (2 mmol) of iron 5,14-dihydrodibenzo[b,i][5,9,14,18]tetraaza[14]annulene in 150 ml of 85% by weight aqueous acetic acid and, during this, a solution of 13.6 g (100 mmol) of 2,3,6-trimethylphenol and 0.5 g of concentrated sulfuric acid in 75 ml of 85% by weight acetic acid was added dropwise while stirring vigorously at 40° C. After oxygen uptake ceased, the mixture was subjected to a steam distillation. The distillate was extracted with tert-butyl meth... The reactants are OC=1C=C2CC(C(C2=CC1)OC)CC(=O)OCC (ethyl 5-hydroxy-1-methoxyindane-2-acetate), C(CCCCCC)OC1=CC=C(CCl)C=C1 (p-heptyloxybenzyl chloride), O (water), C([O-])([O-])=O.[K+].[K+] (potassium carbonate). Solvent: CN(C=O)C (dimethylformamide), C(C)(=O)OCC (ethyl acetate). Conditions: temperature 60 celsius, time 8 hour. Yields the product C(CCCCCC)OC1=CC=C(COC=2C=C3CC(C(C3=CC2)OC)CC(=O)OCC)C=C1 (ethyl 5-(p-heptyloxybenzyloxy)-1-methoxy-2-indaneacetate). The yield is 63.8%. RXN SMILES: [OH:1][C:2]1[CH:3]=[C:4]2[C:8](=[CH:9][CH:10]=1)[CH:7]([O:11][CH3:12])[CH:6]([CH2:13][C:14]([O:16][CH2:17][CH3:18])=[O:15])[CH2:5]2.[CH2:19]([O:26][C:27]1[CH:34]=[CH:33][C:30]([CH2:31]Cl)=[CH:29][CH:28]=1)[CH2:20][CH2:21][CH2:22][CH2:23][CH2:24][CH3:25].C(=O)([O-])[O-].[K+].[K+].O>CN(C)C=O.C(OCC)(=O)C>[CH2:19]([O:26][C:27]1[CH:34]=[CH:33][C:30]([CH2:31][O:1][C:2]2[CH:3]=[C:4]3[C:8](=[CH:9][CH:10]=2)[CH:7]([O:11][CH3:12])[CH:6]([CH2:13][C:14]([O:16][CH2:17][CH3:18])=[O:15])[CH2:5]3)=[CH:29][CH:28]=1)[CH2:20][CH2:21][CH2:22][CH2:23][CH2:24][CH3:25] |f:2.3.4|. Procedure: In 2 ml of dimethylformamide were dissolved 190 mg of ethyl 5-hydroxy-1-methoxyindane-2-acetate and 220 mg of p-heptyloxybenzyl chloride. To the solution was added 180 mg of potassium carbonate. The mixture was stirred at 60° C. overnight. After allowing to cool, water and ethyl acetate were added to the mixture. By thoroughly shaking the mixture, the organic layer was separated. After washing with water, drying and concentrating the organic layer, the residue obtained was purified by flash chro... Reactants: ICl (iodine monochloride), C(C1=CC=CC=C1)OCCCC(CC(=O)OC(C)(C)C)C(C#CC1CC(C1)CC(C)(C)C)=NOC (tert-Butyl 3-(3-benzyloxypropyl)-6-[3-(2,2-dimethylpropyl)cyclobutyl]-4-methoxyimino-5-hexynoate), S(=O)([O-])[O-].[Na+].[Na+] (sodium sulfite). The solvent is C(Cl)Cl (methylene chloride). Run at time 1 hour. The product is C(C1=CC=CC=C1)OCCCC(CC(=O)OC(C)(C)C)C1=NOC(=C1I)C1CC(C1)CC(C)(C)C (tert-Butyl 6-benzyloxy-3-{5-[3-(2,2-dimethylpropyl)cyclobutyl]-4-iodoisoxazole-3-yl}hexanoate). As a reaction SMILES: [CH2:1]([O:8][CH2:9][CH2:10][CH2:11][CH:12]([C:21](=[N:33][O:34]C)[C:22]#[C:23][CH:24]1[CH2:27][CH:26]([CH2:28][C:29]([CH3:32])([CH3:31])[CH3:30])[CH2:25]1)[CH2:13][C:14]([O:16][C:17]([CH3:20])([CH3:19])[CH3:18])=[O:15])[C:2]1[CH:7]=[CH:6][CH:5]=[CH:4][CH:3]=1.[I:36]Cl.S([O-])([O-])=O.[Na+].[Na+]>C(Cl)Cl>[CH2:1]([O:8][CH2:9][CH2:10][CH2:11][CH:12]([C:21]1[C:22]([I:36])=[C:23]([CH:24]2[CH2:27][CH:26]([CH2:28][C:29]([CH3:32])([CH3:31])[CH3:30])[CH2:25]2)[O:34][N:33]=1)[CH2:13][C:14]([O:16][C:17]([CH3:20])([CH3:19])[CH3:18])=[O:15])[C:2]1[CH:7]=[CH:6][CH:5]=[CH:4][CH:3]=1 |f:2.3.4|. Procedure: tert-Butyl 3-(3-benzyloxypropyl)-6-[3-(2,2-dimethylpropyl)cyclobutyl]-4-methoxyimino-5-hexynoate (3.37 g) and methylene chloride (70 mL) were mixed. To the mixture was added iodine monochloride (1 M in methylene chloride) (7.66 mL) at ice temperature. The mixture was stirred at ice temperature for 1 hr, and then to the mixture was added aqueous solution of sodium sulfite. The mixture was extracted with chloroform. The organic layer was washed with water and brine, then dried over magnesium sulfa... Reactants: COC=1C=C2C(NC=NC2=CC1OCCOC1=CC=NC=C1)=O (6-methoxy-7-(2-(4-pyridyioxy)ethoxy)-3,4-dihydroquinazolin-4-one), S(=O)(Cl)Cl (thionyl chloride). Reagents/catalysts: CN(C)C=O (DMF). The product is ClC1=NC=NC2=CC(=C(C=C12)OC)OCCOC1=CC=NC=C1 (4-chloro-6-methoxy-7-(2-(4-pyridyloxy)ethoxy)quinazoline). As a reaction SMILES: [CH3:1][O:2][C:3]1[CH:4]=[C:5]2[C:10](=[CH:11][C:12]=1[O:13][CH2:14][CH2:15][O:16][C:17]1[CH:22]=[CH:21][N:20]=[CH:19][CH:18]=1)[N:9]=[CH:8][NH:7][C:6]2=O.S(Cl)([Cl:26])=O>CN(C=O)C>[Cl:26][C:6]1[C:5]2[C:10](=[CH:11][C:12]([O:13][CH2:14][CH2:15][O:16][C:17]3[CH:22]=[CH:21][N:20]=[CH:19][CH:18]=3)=[C:3]([O:2][CH3:1])[CH:4]=2)[N:9]=[CH:8][N:7]=1. Procedure details: 5-Methoxy-2-nitro-4-(2-(4-pyridyloxy)ethoxy)benzamide (2.15 g, 6.4 mmol) and 10% palladium-on-charcoal catalyst (100 mg) were suspended in methanol (400 ml) and placed under hydrogen at atmospheric pressure. The reaction mixture was heated at 40° C. for 1 hour, cooled to ambient temperature, filtered through diatomaceous earth and the solvent was removed by evaporation. The precipitate was slurried with ether and collected by filtration to give 2-amino-5-methoxy-4-(2-(4-pyridyloxy)ethoxy)benzami... The reactants are BrCC(=O)C1=CC=C(C=C1)C (2-Bromo-4'-methylacetophenone), N1N=NC=C1.[Na] (sodium triazole), C(C)#N (acetonitrile). The product is N1(N=CN=C1)CC(=O)C1=CC=C(C=C1)C (2-(1,2,4-triazol-1- yl)-4'-methylacetophenone). As a reaction SMILES: Br[CH2:2][C:3]([C:5]1[CH:10]=[CH:9][C:8]([CH3:11])=[CH:7][CH:6]=1)=[O:4].N1C=[CH:15][N:14]=[N:13]1.[Na].[C:18](#[N:20])C>>[N:14]1([CH2:2][C:3]([C:5]2[CH:10]=[CH:9][C:8]([CH3:11])=[CH:7][CH:6]=2)=[O:4])[CH:15]=[N:20][CH:18]=[N:13]1 |f:1.2,^1:16|. Reported procedure: 2-Bromo-4'-methylacetophenone (12.78 g; 0.06 mole), sodium triazole (5.46 g; 0.06 mole) in dry acetonitrile solution (100 ml) were stirred at 20° C. for 5 hours. The solvent was evaporated and the residue purified by chromatography using silica gel/chloroform to give 2-(1,2,4-triazol-1- yl)-4'-methylacetophenone as a white solid (mp 118.4° C.). The latter compound (3.0 g; 0.015 mole) together with sodium acetate (1.23 g; 0.015 mole) and acetic acid (30 ml), was stirred at 40° C. during the addit... Starting materials: Cl (hydrogen chloride), ice, CCOCC (ether), C(C)(C)(C)OC(=O)N1CC(CC1)=NOC (1-(t-butoxycarbonyl)-3-methoxyiminopyrrolidine). The solvent is C(C)(=O)OCC (ethyl acetate). Run at temperature 40 celsius, time 1 hour. The product is Cl.CON=C1CNCC1 (3-Methoxyiminopyrrolidine hydrochloride). Reaction SMILES: [ClH:1].C(OC([N:9]1[CH2:13][CH2:12][C:11](=[N:14][O:15][CH3:16])[CH2:10]1)=O)(C)(C)C.CCOCC>C(OCC)(=O)C>[ClH:1].[CH3:16][O:15][N:14]=[C:11]1[CH2:12][CH2:13][NH:9][CH2:10]1 |f:4.5|. Procedure: 7 ml of a 3M hydrogen chloride solution in ethyl acetate was added to 2.3 g of ice-cooled 1-(t-butoxycarbonyl)-3-methoxyiminopyrrolidine, and the mixture was stirred at about 40° C. for one hour. After completion of the reaction, the solvent was stripped off from the reaction mixture and ether was added to the residue. The crystals which formed were collected by filtration and washed with ether, giving 1.5 g of the title compound. The reactants are C1CCNCC1, CC(C)(c1cc(-c2cccc(C=O)c2)c2ncccc2c1)S(C)(=O)=O, CS(=O)(=O)c1ccc(CC(=O)O)cc1, Cc1ccccc1, ClCCl. Product: CC(C)(c1cc(-c2cccc(C=C(C(=O)O)c3ccc(S(C)(=O)=O)cc3)c2)c2ncccc2c1)S(C)(=O)=O. As a reaction SMILES: [CH2:40]1[CH2:41][CH2:42][NH:43][CH2:44][CH2:45]1.[CH3:1][C:2]([CH3:3])([S:4](=[O:5])(=[O:6])[CH3:7])[c:8]1[cH:9][c:10]2[cH:11][cH:12][cH:13][n:14][c:15]2[c:16](-[c:18]2[cH:19][c:20]([CH:21]=[O:22])[cH:23][cH:24][cH:25]2)[cH:17]1.[CH3:26][S:27](=[O:28])(=[O:29])[c:30]1[cH:31][cH:32][c:33]([CH2:36][C:37](=[O:38])[OH:39])[cH:34][cH:35]1.[CH3:46][c:47]1[cH:48][cH:49][cH:50][cH:51][cH:52]1.[Cl:53][CH2:54][Cl:55]>>[CH3:1][C:2]([CH3:3])([S:4](=[O:5])(=[O:6])[CH3:7])[c:8]1[cH:9][c:10]2[cH:11][cH:12][cH:13][n:14][c:15]2[c:16](-[c:18]2[cH:19][c:20]([CH:21]=[C:36]([c:33]3[cH:32][cH:31][c:30]([S:27]([CH3:26])(=[O:28])=[O:29])[cH:35][cH:34]3)[C:37](=[O:38])[OH:39])[cH:23][cH:24][cH:25]2)[cH:17]1. Starting materials: ClC1=C(C=CC=C1)C1=NC(C=2N(C3=C1C=C(S3)CCC(=O)O)C(=NN2)C)C (3-[4-(2-chlorophenyl)-6,9-dimethyl-6H-thieno[3,2-f][1,2,4]triazolo[4,3-a][1,4]diazepin-2-yl]propionic acid), ON1N=NC2=C1C=CC=C2 (N-hydroxybenzotriazole), N1CCOCC1 (morpholine), C1(CCCCC1)N=C=NC1CCCCC1 (dicyclohexyl carbodiimide). The solvent is CN(C=O)C (dimethylformamide). Reaction conditions: time 10 minute. Product: ClC1=C(C=CC=C1)C1=NC(C=2N(C3=C1C=C(S3)CCC(=O)N3CCOCC3)C(=NN2)C)C (3-[4 -(2-chlorophenyl)-6,9-dimethyl-6H-thieno[3,2-f][1,2,4]triazolo[4,3-a][1,4]diazepin-2-yl]propionic acid morpholide). Yield: 60.9%. As a reaction SMILES: [Cl:1][C:2]1[CH:7]=[CH:6][CH:5]=[CH:4][C:3]=1[C:8]1[C:14]2[CH:15]=[C:16]([CH2:18][CH2:19][C:20]([OH:22])=O)[S:17][C:13]=2[N:12]2[C:23]([CH3:26])=[N:24][N:25]=[C:11]2[CH:10]([CH3:27])[N:9]=1.ON1C2C=CC=CC=2N=N1.[NH:38]1[CH2:43][CH2:42][O:41][CH2:40][CH2:39]1.C1(N=C=NC2CCCCC2)CCCCC1>CN(C)C=O>[Cl:1][C:2]1[CH:7]=[CH:6][CH:5]=[CH:4][C:3]=1[C:8]1[C:14]2[CH:15]=[C:16]([CH2:18][CH2:19][C:20]([N:38]3[CH2:43][CH2:42][O:41][CH2:40][CH2:39]3)=[O:22])[S:17][C:13]=2[N:12]2[C:23]([CH3:26])=[N:24][N:25]=[C:11]2[CH:10]([CH3:27])[N:9]=1. Procedure: To a solution of 1.4 g of 3-[4-(2-chlorophenyl)-6,9-dimethyl-6H-thieno[3,2-f][1,2,4]triazolo[4,3-a][1,4]diazepin-2-yl]propionic acid in 20 ml of dimethylformamide are added 0.5 g of N-hydroxybenzotriazole and 0.35 g of morpholine and stirred at room temperature for 10 minutes. To the mixture is added 0.9 g of dicyclohexyl carbodiimide under ice-cooling and stirred for 3 hours and furthermore stirred at room temperature for 18 hours. The resulting dicyclohexylurea is filtered off, the filtrate is...